This data is from the Open Reaction Database (ORD), a public repository of structured organic reaction records. The task is: describe an organic reaction: reactants, conditions, products, and yield Starting materials: ClCCN1C(N(C2=CC=CC=C2C1=O)C1=CC=CC=C1)=O (3-(2-chloroethyl)-1-phenyl-2,4(1H,3H)-quinazolinedione), FC1=CC=C(C=C1)C(=O)C1CCNCC1 ((4-fluorophenyl) (4-piperidinyl)methanone), C(C)O (ethanol). The solvent is CN(C=O)C (N,N-dimethylformamide). Run at time 8 hour. The product is FC1=CC=C(C(=O)C2CCN(CC2)CCN2C(N(C3=CC=CC=C3C2=O)C2=CC=CC=C2)=O)C=C1 (3-[2-[4-(4-fluorobenzoyl)-1-piperidinyl]ethyl]-1-phenyl-2,4(1H,3H)-quinazolinedione). Yield: 23.0%. Reaction SMILES: Cl[CH2:2][CH2:3][N:4]1[C:13](=[O:14])[C:12]2[C:7](=[CH:8][CH:9]=[CH:10][CH:11]=2)[N:6]([C:15]2[CH:20]=[CH:19][CH:18]=[CH:17][CH:16]=2)[C:5]1=[O:21].[F:22][C:23]1[CH:28]=[CH:27][C:26]([C:29]([CH:31]2[CH2:36][CH2:35][NH:34][CH2:33][CH2:32]2)=[O:30])=[CH:25][CH:24]=1.C(O)C>CN(C)C=O>[F:22][C:23]1[CH:24]=[CH:25][C:26]([C:29]([CH:31]2[CH2:36][CH2:35][N:34]([CH2:2][CH2:3][N:4]3[C:13](=[O:14])[C:12]4[C:7](=[CH:8][CH:9]=[CH:10][CH:11]=4)[N:6]([C:15]4[CH:20]=[CH:19][CH:18]=[CH:17][CH:16]=4)[C:5]3=[O:21])[CH2:33][CH2:32]2)=[O:30])=[CH:27][CH:28]=1. Procedure details: A mixture of 6 parts of 3-(2-chloroethyl)-1-phenyl-2,4(1H,3H)-quinazolinedione, 8.3 parts of (4-fluorophenyl) (4-piperidinyl)methanone and 48 parts of ethanol is stirred and refluxed. N,N-dimethylformamide is added at reflux temperature till all solid enters solution. Stirring is continued overnight at reflux. The reaction mixture is evaporated. The residue is purified twice by column-chromatography over silica gel using first a mixture of trichloromethane and methanol (95:5 by volume) and then ... Reactants: CCO, Cl, [Na+], [OH-], COC(=O)C(O)CC1(C)CC1. The product is CC1(CC(O)C(=O)O)CC1. As a reaction SMILES: [CH3:15][CH2:16][OH:17].[ClH:14].[Na+:13].[OH-:12].[OH:1][CH:2]([C:3](=[O:4])[O:5][CH3:6])[CH2:7][C:8]1([CH3:11])[CH2:9][CH2:10]1>>[OH:1][CH:2]([C:3](=[O:4])[OH:5])[CH2:7][C:8]1([CH3:11])[CH2:9][CH2:10]1.